This data is from the Open Reaction Database (ORD), a public repository of structured organic reaction records. The task is: describe an organic reaction: reactants, conditions, products, and yield Reactants: [Cl-].[NH4+] (ammonium chloride), O1COC2=C1C=CC(=C2)CN2CCC(CC2)NC2=C(C(OC1=CC=C(C=C21)Cl)=O)[N+](=O)[O-] (4-(1-Benzo[1.3]dioxol-5-ylmethyl-piperidin-4-ylamino)-6-chloro-3-nitro-chromen-2-one), C(C)O (ethanol). The reagents and catalysts are [Fe] (Iron). Run in O (water). Product: O1COC2=C1C=CC(=C2)CN2CCC(CC2)NC2=C(C(OC1=CC=C(C=C21)Cl)=O)NC(C)=O (N-[4-(1-Benzo[1,3]dioxol-5-ylmethyl-piperidin-4-ylamino)-6-chloro-2-oxo-2H-chromen-3-yl]-acetamide). Reaction SMILES: [Cl-].[NH4+].[O:3]1[C:7]2[CH:8]=[CH:9][C:10]([CH2:12][N:13]3[CH2:18][CH2:17][CH:16]([NH:19][C:20]4[C:29]5[C:24](=[CH:25][CH:26]=[C:27]([Cl:30])[CH:28]=5)[O:23][C:22](=[O:31])[C:21]=4[N+:32]([O-])=O)[CH2:15][CH2:14]3)=[CH:11][C:6]=2[O:5][CH2:4]1.[CH2:35]([OH:37])[CH3:36]>O.[Fe]>[O:3]1[C:7]2[CH:8]=[CH:9][C:10]([CH2:12][N:13]3[CH2:18][CH2:17][CH:16]([NH:19][C:20]4[C:29]5[C:24](=[CH:25][CH:26]=[C:27]([Cl:30])[CH:28]=5)[O:23][C:22](=[O:31])[C:21]=4[NH:32][C:35](=[O:37])[CH3:36])[CH2:15][CH2:14]3)=[CH:11][C:6]=2[O:5][CH2:4]1 |f:0.1|. Procedure: Iron powder (0.067 g, 1.2 mmol) was added to a suspension of ammonium chloride (0.006 g, 0.12 mmol) and 4-(1-Benzo[1.3]dioxol-5-ylmethyl-piperidin-4-ylamino)-6-chloro-3-nitro-chromen-2-one (0.055 g, 0.12 mmol) in ethanol (5 mL) and water (2 mL) at room temperature. The reaction was heated at reflux for 1 d and then filtered through a pad of wet celite. The filtrate was treated with saturated NaHCO3 (10 mL), extracted with dichloromethane (3×25 mL), dried (Na2SO4), concentrated, purified by RP-HP... Starting materials: polyphosphoric acid, P(O)(O)(O)=O (phosphoric acid), CO (methanol), [Cl-].[Na+] (sodium chloride), ClC1=CC=C(NC2=C(C(=O)O)C=C(C(=C2)C(=O)O)NC2=CC=C(C=C2)Cl)C=C1 (2,5-di(4-chloroanilino)terephthalic acid). The solvent is O (water), O (water). Conditions: temperature 120 celsius, time 20 minute. Product: C1=CC2=C(C=C1Cl)C(=O)C3=CC4=C(C=C3N2)C(=O)C5=C(N4)C=CC(=C5)Cl (2,9-dichloroquinacridone). The yield is 94.0%. RXN SMILES: [Cl-].[Na+].[Cl:3][C:4]1[CH:30]=[CH:29][C:7]([NH:8][C:9]2[CH:17]=[C:16]([C:18]([OH:20])=O)[C:15]([NH:21][C:22]3[CH:27]=[CH:26][C:25]([Cl:28])=[CH:24][CH:23]=3)=[CH:14][C:10]=2[C:11]([OH:13])=O)=[CH:6][CH:5]=1.P(=O)(O)(O)O.CO>O>[CH:5]1[C:4]([Cl:3])=[CH:30][C:29]2[C:11]([C:10]3[C:9]([NH:8][C:7]=2[CH:6]=1)=[CH:17][C:16]1[C:18]([C:23]2[CH:24]=[C:25]([Cl:28])[CH:26]=[CH:27][C:22]=2[NH:21][C:15]=1[CH:14]=3)=[O:20])=[O:13] |f:0.1|. Procedure: To 300 g of polyphosphoric acid (116% phosphoric acid) heated at 80°-95° C. was added 1.0 g (17.1 mmole) of sodium chloride followed by 50 g (0.12 mole) of 2,5-di(4-chloroanilino)terephthalic acid. The mixture was heated at 110°-115° C. for five hours. After the viscous solution was cooled to 90°-95° C., the acid strength was adjusted to 110.5% by the dropwise addition of 75% phosphoric acid. The resultant melt was stirred for 20 minutes and then slowly poured into a mixture of 324 g of methanol... Reactants: S(=O)(=O)(C(F)(F)F)OS(=O)(=O)C(F)(F)F (triflic anhydride), ClC1=C(C=CC(=C1)C1CCC(CC1)(C)C)O (2-chloro-4-(4,4-dimethylcyclohexyl)phenol). Run in N1=CC=CC=C1 (pyridine), C1(=CC=CC=C1)C (toluene). Reaction conditions: time 12 hour. The product is FC(S(=O)(=O)OC1=C(C=C(C=C1)C1CCC(CC1)(C)C)Cl)(F)F (2-Chloro-4-(4,4-dimethylcyclohexyl)phenyl Trifluoromethanesulphonate). Reaction SMILES: [S:1]([O:8]S(C(F)(F)F)(=O)=O)([C:4]([F:7])([F:6])[F:5])(=[O:3])=[O:2].[Cl:16][C:17]1[CH:22]=[C:21]([CH:23]2[CH2:28][CH2:27][C:26]([CH3:30])([CH3:29])[CH2:25][CH2:24]2)[CH:20]=[CH:19][C:18]=1O>N1C=CC=CC=1.C1(C)C=CC=CC=1>[F:5][C:4]([F:7])([F:6])[S:1]([O:8][C:18]1[CH:19]=[CH:20][C:21]([CH:23]2[CH2:24][CH2:25][C:26]([CH3:29])([CH3:30])[CH2:27][CH2:28]2)=[CH:22][C:17]=1[Cl:16])(=[O:3])=[O:2]. Reported procedure: 8.2 ml of triflic anhydride are added at 5° C. to 9.7 g of 2-chloro-4-(4,4-dimethylcyclohexyl)phenol (compound IX.1) in 60 ml of pyridine, and the reaction mixture is left at 0° C. for 30 mintues and then stirred at room temperature for 12 hours. The reaction mixture is hydrolysed and then extracted with dichloromethane. The organic phase is dried over magnesium sulphate and the solvents are evaporated off under reduced pressure. The residue obtained is taken up in toluene and the solvents are t...